From a dataset of the Open Reaction Database (ORD), a public repository of structured organic reaction records. describe an organic reaction: reactants, conditions, products, and yield Reactants: NC(=O)c1ccnc(Br)c1, CCOC(OCC)N(C)C. Product: CN(C)C=NC(=O)c1ccnc(Br)c1. RXN SMILES: [Br:1][c:2]1[cH:3][c:4]([C:5](=[O:6])[NH2:7])[cH:8][cH:9][n:10]1.[CH2:11]([O:12][CH:14]([O:13][CH2:18][CH3:19])[N:15]([CH3:16])[CH3:17])[CH3:20]>>[Br:1][c:2]1[cH:3][c:4]([C:5](=[O:6])[N:7]=[CH:14][N:15]([CH3:16])[CH3:17])[cH:8][cH:9][n:10]1. The reactants are N1CCC(CC1)C1=CC=C(C=C1)NC(=O)C=1N=C(OC1C(F)(F)F)C1=CC=CC=C1 (2-phenyl-5-trifluoromethyl-oxazole-4-carboxylic acid (4-piperidin-4-yl-phenyl)-amide), C(C)(C)(C)OC(C1=CC=C(C=C1)Br)=O (4-bromobenzoic acid tert-butyl ester), CC(C)([O-])C.[Na+] (sodium tert-butoxide), C(C)(C)C1=C(C(=CC(=C1)C(C)C)C(C)C)C1=C(C=CC=C1)P(C1CCCCC1)C1CCCCC1 ((2′,4′,6′-triisopropyl-1,1′-biphenyl-2-yl)dicyclohexylphosphine). Solvent: O1CCOCC1 (dioxane). Run at temperature 105 celsius. The product is C(C)(C)(C)OC(C1=CC=C(C=C1)N1CCC(CC1)C1=CC=C(C=C1)NC(=O)C=1N=C(OC1C(F)(F)F)C1=CC=CC=C1)=O (4-(4-{4-[(2-phenyl-5-trifluoromethyl-oxazole-4-carbonyl)-amino]-phenyl}-piperidin-1-yl)-benzoic acid tert-butyl ester). Yield: 12.3%. Reaction SMILES: [NH:1]1[CH2:6][CH2:5][CH:4]([C:7]2[CH:12]=[CH:11][C:10]([NH:13][C:14]([C:16]3[N:17]=[C:18]([C:25]4[CH:30]=[CH:29][CH:28]=[CH:27][CH:26]=4)[O:19][C:20]=3[C:21]([F:24])([F:23])[F:22])=[O:15])=[CH:9][CH:8]=2)[CH2:3][CH2:2]1.[C:31]([O:35][C:36](=[O:44])[C:37]1[CH:42]=[CH:41][C:40](Br)=[CH:39][CH:38]=1)([CH3:34])([CH3:33])[CH3:32].CC(C)([O-])C.[Na+].C(C1C=C(C(C)C)C=C(C(C)C)C=1C1C=CC=CC=1P(C1CCCCC1)C1CCCCC1)(C)C>O1CCOCC1>[C:31]([O:35][C:36](=[O:44])[C:37]1[CH:42]=[CH:41][C:40]([N:1]2[CH2:6][CH2:5][CH:4]([C:7]3[CH:8]=[CH:9][C:10]([NH:13][C:14]([C:16]4[N:17]=[C:18]([C:25]5[CH:30]=[CH:29][CH:28]=[CH:27][CH:26]=5)[O:19][C:20]=4[C:21]([F:22])([F:23])[F:24])=[O:15])=[CH:11][CH:12]=3)[CH2:3][CH2:2]2)=[CH:39][CH:38]=1)([CH3:34])([CH3:32])[CH3:33] |f:2.3|. Procedure details: To a mixture of 2-phenyl-5-trifluoromethyl-oxazole-4-carboxylic acid (4-piperidin-4-yl-phenyl)-amide (227 mg, 0.55 mmol), 4-bromobenzoic acid tert-butyl ester (170 mg, 0.66 mmol), sodium tert-butoxide (106 mg, 1.1 mmol) and (2′,4′,6′-triisopropyl-1,1′-biphenyl-2-yl)dicyclohexylphosphine (X-PHOS, 38 mg) in dioxane (5 mL) bubbled with argon was added tris(dibenzylideneacetone)dipalladium Pd2(dba)3 (23 mg). The mixture was heated at 105° C. for 2 hrs. Solvents were evaporated and the residue was ex... The reactants are C(C)(C)(C)N1N=CC(=C1C1=CC=C(C=C1)F)C=1SC=C(N1)CC(=O)O (2-(2-(1-tert-butyl-5-(4-fluorophenyl)-1H-pyrazol-4-yl)thiazol-4-yl)acetic acid), Cl.N1CC(C1)O (azetidin-3-ol monohydrochloride). Yields the product C(C)(C)(C)N1N=CC(=C1C1=CC=C(C=C1)F)C=1SC=C(N1)CC(=O)N1CC(C1)O (1-({2-[1-tert-butyl-5-(4-fluorophenyl)-1H-pyrazol-4-yl]-1,3-thiazol-4-yl}acetyl)azetidin-3-ol). As a reaction SMILES: [C:1]([N:5]1[C:9]([C:10]2[CH:15]=[CH:14][C:13]([F:16])=[CH:12][CH:11]=2)=[C:8]([C:17]2[S:18][CH:19]=[C:20]([CH2:22][C:23](O)=[O:24])[N:21]=2)[CH:7]=[N:6]1)([CH3:4])([CH3:3])[CH3:2].Cl.[NH:27]1[CH2:30][CH:29]([OH:31])[CH2:28]1>>[C:1]([N:5]1[C:9]([C:10]2[CH:15]=[CH:14][C:13]([F:16])=[CH:12][CH:11]=2)=[C:8]([C:17]2[S:18][CH:19]=[C:20]([CH2:22][C:23]([N:27]3[CH2:30][CH:29]([OH:31])[CH2:28]3)=[O:24])[N:21]=2)[CH:7]=[N:6]1)([CH3:2])([CH3:4])[CH3:3] |f:1.2|. Procedure: Using 2-(2-(1-tert-butyl-5-(4-fluorophenyl)-1H-pyrazol-4-yl)thiazol-4-yl)acetic acid and azetidin-3-ol monohydrochloride and by reaction and purification in the same manner as in the method described in Example 1, step 7, the title compound was obtained.